Dataset: the Open Reaction Database (ORD), a public repository of structured organic reaction records. Task: describe an organic reaction: reactants, conditions, products, and yield Starting materials: [Al+3], CCOCC, CC1=CC=C(C=O)C(C)(C)C1, [H-], [H-], [H-], [H-], [Li+]. The product is CC1=CC=C(CO)C(C)(C)C1. RXN SMILES: [Al+3:13].[CH2:18]([O:19][CH2:20][CH3:21])[CH3:22].[CH3:1][C:2]1=[CH:3][CH:4]=[C:5]([CH:10]=[O:11])[C:6]([CH3:8])([CH3:9])[CH2:7]1.[H-:12].[H-:15].[H-:16].[H-:17].[Li+:14]>>[CH3:1][C:2]1=[CH:3][CH:4]=[C:5]([CH2:10][OH:11])[C:6]([CH3:8])([CH3:9])[CH2:7]1. Reported procedure: A mixture of methyl 3-hydroxybenzoate (609 mg, 4 mmol), benzyl N-(3-hydroxypropyl)carbamate (754 mg, 3.6 mmol) and polymer supported triphenylphosphine (PS—PPh3) (4 g, 12 mmol) in THF (40 mL) was stirred and diethyl azodicarboxylate (948 mg, 5.44 mmol) was added as a solution in THF (4 mL). The mixture was stirred for 16 h then was filtered and washed with DCM and concentrated by evaporation. The residue was purified by chromatography eluting with DCM to give the title compound (481 mg, 35%) as ... Product: C(C1=CC=CC=C1)OC(=O)NCCCOC=1C=C(C(=O)OC)C=CC1 (Methyl 3-(3-{[(benzyloxy)carbonyl]amino}propoxy)benzoate). As a reaction SMILES: [OH:1][C:2]1[CH:3]=[C:4]([CH:9]=[CH:10][CH:11]=1)[C:5]([O:7][CH3:8])=[O:6].O[CH2:13][CH2:14][CH2:15][NH:16][C:17](=[O:26])[O:18][CH2:19][C:20]1[CH:25]=[CH:24][CH:23]=[CH:22][CH:21]=1.C1(P(C2C=CC=CC=2)C2C=CC=CC=2)C=CC=CC=1.N(C(OCC)=O)=NC(OCC)=O>C1COCC1>[CH2:19]([O:18][C:17]([NH:16][CH2:15][CH2:14][CH2:13][O:1][C:2]1[CH:3]=[C:4]([CH:9]=[CH:10][CH:11]=1)[C:5]([O:7][CH3:8])=[O:6])=[O:26])[C:20]1[CH:25]=[CH:24][CH:23]=[CH:22][CH:21]=1. Yield: 38.9%. Reactants: C1=CC=C(C=C1)P(C2=CC=CC=C2)C3=CC=CC=C3 (PPh3), OC=1C=C(C(=O)OC)C=CC1 (methyl 3-hydroxybenzoate), OCCCNC(OCC1=CC=CC=C1)=O (benzyl N-(3-hydroxypropyl)carbamate), N(=NC(=O)OCC)C(=O)OCC (diethyl azodicarboxylate), C1(=CC=CC=C1)P(C1=CC=CC=C1)C1=CC=CC=C1 (triphenylphosphine). Solvent: C1CCOC1 (THF), C1CCOC1 (THF). The reactants are COc1ccc(C(Cl)(c2ccccc2)c2ccc(OC)cc2)cc1, O=c1ccn(C2SC(CO)C(O)C2O)c(=O)[nH]1, c1ccncc1. As a reaction SMILES: [CH3:18][O:19][c:20]1[cH:21][cH:22][c:23]([C:24]([c:25]2[cH:26][cH:27][c:28]([O:31][CH3:32])[cH:29][cH:30]2)([c:33]2[cH:34][cH:35][cH:36][cH:37][cH:38]2)[Cl:39])[cH:40][cH:41]1.[CH:1]1([n:10]2[c:11](=[O:12])[nH:13][c:14](=[O:15])[cH:16][cH:17]2)[CH:2]([OH:3])[CH:4]([OH:5])[CH:6]([CH2:8][OH:9])[S:7]1.[cH:42]1[cH:43][cH:44][n:45][cH:46][cH:47]1>>[CH:1]1([n:10]2[c:11](=[O:12])[nH:13][c:14](=[O:15])[cH:16][cH:17]2)[CH:2]([OH:3])[CH:4]([OH:5])[CH:6]([CH:8]([OH:9])[C:24]([c:23]2[cH:22][cH:21][c:20]([O:19][CH3:18])[cH:41][cH:40]2)([c:25]2[cH:26][cH:27][c:28]([O:31][CH3:32])[cH:29][cH:30]2)[c:33]2[cH:34][cH:35][cH:36][cH:37][cH:38]2)[S:7]1. Product: COc1ccc(C(c2ccccc2)(c2ccc(OC)cc2)C(O)C2SC(n3ccc(=O)[nH]c3=O)C(O)C2O)cc1.